From a dataset of the Open Reaction Database (ORD), a public repository of structured organic reaction records. describe an organic reaction: reactants, conditions, products, and yield Starting materials: ClC=1N=C(C=2N=CN([C@H]3[C@H](O)[C@H](O)[C@@H](CO)O3)C2N1)N (2-chloroadenosine), C1C(CC2=CC=CC=C12)N (2-indanylamine), C(C)(C)N(CC)C(C)C (diisopropylethylamine), C(CC(C)C)O (isoamyl alcohol). The solvent is C(C)(=O)OCC (ethyl acetate). The product is C1C(CC2=CC=CC=C12)NC=1N=C(C=2N=CN([C@H]3[C@H](O)[C@H](O)[C@@H](CO)O3)C2N1)N (2-(2-indanylamino)-adenosine). Reaction SMILES: Cl[C:2]1[N:3]=[C:4]([NH2:20])[C:5]2[N:6]=[CH:7][N:8]([C:18]=2[N:19]=1)[C@@H:9]1[O:17][C@H:14]([CH2:15][OH:16])[C@@H:12]([OH:13])[C@H:10]1[OH:11].[CH2:21]1[C:29]2[C:24](=[CH:25][CH:26]=[CH:27][CH:28]=2)[CH2:23][CH:22]1[NH2:30].C(N(C(C)C)CC)(C)C.C(O)CC(C)C>C(OCC)(=O)C>[CH2:21]1[C:29]2[C:24](=[CH:25][CH:26]=[CH:27][CH:28]=2)[CH2:23][CH:22]1[NH:30][C:2]1[N:3]=[C:4]([NH2:20])[C:5]2[N:6]=[CH:7][N:8]([C:18]=2[N:19]=1)[C@@H:9]1[O:17][C@H:14]([CH2:15][OH:16])[C@@H:12]([OH:13])[C@H:10]1[OH:11]. Procedure details: A mixture of 1.0 g of 2-chloroadenosine, 1.2 g of 2-indanylamine, and 1.6 ml of diisopropylethylamine and 1.0 ml of isoamyl alcohol is refluxed for 16 hours. The reaction mixture is diluted with ethyl acetate and washed with saturated sodium bicarbonate solution. After drying over magnesium sulfate the solvent is removed in vacuo and the residue is chromatographed on silica gel with 10:1 methylene chloride/ammonia saturated methanol as the eluent. The resulting product is recrystallized from met...